Dataset: the Open Reaction Database (ORD), a public repository of structured organic reaction records. Task: describe an organic reaction: reactants, conditions, products, and yield Reactants: FC1=C(C(=O)N)C=CC=C1O (2-fluoro-3-Hydroxy-benzamide), CN(C)C=O.BrCCCCCC (DMF 1-bromohexane), C([O-])([O-])=O.[K+].[K+] (Potassium Carbonate). Run at temperature 90 celsius, time 4 hour. The product is FC1=C(C(=O)N)C=CC=C1OCCCCCC (2-Fluoro-3-Hexoxy-benzamide). As a reaction SMILES: [F:1][C:2]1[C:10]([OH:11])=[CH:9][CH:8]=[CH:7][C:3]=1[C:4]([NH2:6])=[O:5].CN(C=O)C.Br[CH2:18][CH2:19][CH2:20][CH2:21][CH2:22][CH3:23].C(=O)([O-])[O-].[K+].[K+]>>[F:1][C:2]1[C:10]([O:11][CH2:18][CH2:19][CH2:20][CH2:21][CH2:22][CH3:23])=[CH:9][CH:8]=[CH:7][C:3]=1[C:4]([NH2:6])=[O:5] |f:1.2,3.4.5|. Reported procedure: To the solution of 2-fluoro-3-Hydroxy-benzamide (0.12 g, 0.774 mmol) in 20 mL DMF 1-bromohexane (0.13 mL, 1.0 mmol), Potassium Carbonate (0.213, 1.4 mmol) was added. The reaction mixture was stirred at 90° C. for 4 h. DMF was distilled off and the reaction mixture was extracted with EtOAc. The obtained crude compound was purified by column chromatography on silica (230-400μ) using ethyl acetate/hexane (50:50) as the eluent to provide the title compound. (0.05 g, 28%). 1H NMR (DMSO-d6, 400 MHz wi... Reactants: CC1=CC=C(C=C1)B(O)O (4-methylphenylboronic acid), [F-].[Cs+] (CsF), ligand 1, ClC1=C(C=CC=C1)C(C)=O (2′-Chloroacetophenone), C1(=CC=CC=C1)C (toluene), aryl chloride. Reagents/catalysts: C=1C=CC(=CC1)/C=C/C(=O)/C=C/C2=CC=CC=C2.C=1C=CC(=CC1)/C=C/C(=O)/C=C/C2=CC=CC=C2.[Pd] (Pd(dba)2). Solvent: CCOCC (ether). Conditions: temperature 110 celsius. The product is C(C)(=O)C1=C(C=CC=C1)C1=CC=C(C=C1)C (2-Acetyl-4′-methyl-1,1′-biphenyl). The yield is 94.2%. As a reaction SMILES: [CH3:1][C:2]1[CH:7]=[CH:6][C:5](B(O)O)=[CH:4][CH:3]=1.[F-].[Cs+].Cl[C:14]1[CH:19]=[CH:18][CH:17]=[CH:16][C:15]=1[C:20](=[O:22])[CH3:21].C1(C)C=CC=CC=1>CCOCC.C1C=CC(/C=C/C(/C=C/C2C=CC=CC=2)=O)=CC=1.C1C=CC(/C=C/C(/C=C/C2C=CC=CC=2)=O)=CC=1.[Pd]>[C:20]([C:15]1[CH:16]=[CH:17][CH:18]=[CH:19][C:14]=1[C:5]1[CH:6]=[CH:7][C:2]([CH3:1])=[CH:3][CH:4]=1)(=[O:22])[CH3:21] |f:1.2,6.7.8|. Procedure: A solid mixture of 4-methylphenylboronic acid (204 mg, 1.5 mmol), CsF (456 mg, 3.0 mmol), Pd(dba)2 (3 mg, 5 μmol), and ligand 1 (5 mg, 15 μmol) was thoroughly evacuated and purged with argon. 2′-Chloroacetophenone (0.13 mL, 1.0 mmol) and toluene (4 mL) were added and the reaction was heated at 110° C. for 1 h. GC-MS analysis indicated the reaction to be complete, i.e. starting aryl chloride reagent was completely consumed (quantitative GC yield). The reaction was taken up in ether (100 mL) and w... Starting materials: BrC1=C(C(=C(C(=C1F)O)NC(C(COCC1=CC=CC=C1)(C)C)=O)C#N)C (N-(4-Bromo-2-cyano-5-fluoro-6-hydroxy-3-methylphenyl)-2,2-dimethyl-3-[(phenylmethyl)oxy]propionamide), [H][H] (hydrogen). Solvent: C(C)(=O)OCC (ethyl acetate). The product is BrC1=C(C(=C(C(=C1F)O)NC(C(CO)(C)C)=O)C#N)C (N-(4-Bromo-2-cyano-5-fluoro-6-hydroxy-3-methylphenyl)-3-hydroxy-2,2-dimethyl-1-propanamide). Isolated yield 50.3%. Reaction SMILES: [Br:1][C:2]1[C:7]([F:8])=[C:6]([OH:9])[C:5]([NH:10][C:11](=[O:24])[C:12]([CH3:23])([CH3:22])[CH2:13][O:14]CC2C=CC=CC=2)=[C:4]([C:25]#[N:26])[C:3]=1[CH3:27].[H][H]>C(OCC)(=O)C>[Br:1][C:2]1[C:7]([F:8])=[C:6]([OH:9])[C:5]([NH:10][C:11](=[O:24])[C:12]([CH3:23])([CH3:22])[CH2:13][OH:14])=[C:4]([C:25]#[N:26])[C:3]=1[CH3:27]. Procedure details: N-(4-Bromo-2-cyano-5-fluoro-6-hydroxy-3-methylphenyl)-2,2-dimethyl-3-[(phenylmethyl)oxy]propionamide (I-105) (5.82 g, 13.37 mmol) was dissolved in ethyl acetate (120 ml), carbon-held palladium catalyst (5% wet, 580 mg) was added, followed by vigorously stirring at room temperature under atmospheric pressure of hydrogen for 18 hours. After the reaction, the insoluble matter was separated by filtration through Celite, the filtrate was concentrated under reduced pressure. The resulting residue was ... Reactants: C=C(CCC(=O)O)C(=O)O, O, O=S(=O)(O)O, Sc1nc2ccccc2s1. The product is O=C(O)CCC(CSc1nc2ccccc2s1)C(=O)O. RXN SMILES: [CH2:1]=[C:2]([C:3](=[O:4])[OH:5])[CH2:6][CH2:7][C:8](=[O:9])[OH:10].[OH2:21].[S:22](=[O:23])(=[O:24])([OH:25])[OH:26].[SH:11][c:12]1[s:13][c:14]2[c:15]([n:16]1)[cH:17][cH:18][cH:19][cH:20]2>>[CH2:1]([CH:2]([C:3](=[O:4])[OH:5])[CH2:6][CH2:7][C:8](=[O:9])[OH:10])[S:11][c:12]1[s:13][c:14]2[c:15]([n:16]1)[cH:17][cH:18][cH:19][cH:20]2.